From a dataset of the Open Reaction Database (ORD), a public repository of structured organic reaction records. describe an organic reaction: reactants, conditions, products, and yield Procedure: iso-Butyryl chloride (6.3 ml.) was added dropwise during 15 minutes to a stirred solution of 3,5-dinitroaniline (5.5 g.) in a mixture of dimethylformamide (18 ml.) and dry pyridine (18 ml.) maintained at a temperature of 0°-5°C. The reaction mixture was allowed to warm to room temperature during 30 minutes and then added to a mixture of ice and water (200 ml.). The precipitate was filtered off, dissolved in dimethylformamide (50 ml.) and added to a mixture of ice and water (300 ml.) containing c... Product: [N+](=O)([O-])C=1C=C(NC(C(C)C)=O)C=C(C1)[N+](=O)[O-] (3',5'-dinitro-iso-butyranilide). The reactants are O (water), C(C(C)C)(=O)Cl (iso-Butyryl chloride), [N+](=O)([O-])C=1C=C(N)C=C(C1)[N+](=O)[O-] (3,5-dinitroaniline), N1=CC=CC=C1 (pyridine). Reaction SMILES: [C:1](Cl)(=[O:5])[CH:2]([CH3:4])[CH3:3].[N+:7]([C:10]1[CH:11]=[C:12]([CH:14]=[C:15]([N+:17]([O-:19])=[O:18])[CH:16]=1)[NH2:13])([O-:9])=[O:8].N1C=CC=CC=1.O>CN(C)C=O>[N+:7]([C:10]1[CH:11]=[C:12]([CH:14]=[C:15]([N+:17]([O-:19])=[O:18])[CH:16]=1)[NH:13][C:1](=[O:5])[CH:2]([CH3:4])[CH3:3])([O-:9])=[O:8]. Solvent: CN(C=O)C (dimethylformamide). The reactants are N1N=C(N=C1)CC1(C#N)CC=CC=C1 (1-(1,2,4-triazolylmethyl)benzonitrile), C(CCC)[Li] (n-butyl lithium), N#N (N2), C(C)(C)NC(C)C (di-isopropylamine), CI (methyl iodide). Run in O1CCCC1 (tetrahydrofuran), O1CCCC1 (tetrahydrofuran). Conditions: time 30 minute. The product is N1N=C(N=C1)C(C)C1(C#N)CC=CC=C1 (1-(1-(1,2,4-triazolyl)ethyl]benzonitrile). Reaction SMILES: [CH2:1]([Li])CCC.N#N.C(NC(C)C)(C)C.[NH:15]1[CH:19]=[N:18][C:17]([CH2:20][C:21]2([CH:28]=[CH:27][CH:26]=[CH:25][CH2:24]2)[C:22]#[N:23])=[N:16]1.CI>O1CCCC1>[NH:15]1[CH:19]=[N:18][C:17]([CH:20]([C:21]2([CH:24]=[CH:25][CH:26]=[CH:27][CH2:28]2)[C:22]#[N:23])[CH3:1])=[N:16]1. Procedure details: A solution of n-butyl lithium (25 mL of 2.1M reagent in hexane, 0.0525 mole) is added dropwise in an N2 atmosphere to a solution of di-isopropylamine (5.6 g) in tetrahydrofuran (100 mL) which is maintained at -20°. This cold solution is then added dropwise to a solution of 4-[1-(1,2,4-triazolylmethyl)benzonitrile (9.10 g) in tetrahydrofuran (250 mL) which is maintained at -50° during addition and for 30 minutes subsequently. The reaction mixture is then cooled to -70° and 7.1 g (3.1 mL) of methy... The reactants are N (Ammonia), FC(C1=NC(=NC=C1)NC=1C=C(C=C(C1)C)C=1C=NN(C1)C[C@@H](C(=O)OC)O)F (methyl (2S)-3-[4-(3-{[4-(difluoromethyl)pyrimidin-2-yl]amino}-5-methylphenyl)-1H-pyrazol-1-yl]-2-hydroxypropanoate). Reaction conditions: temperature 60 celsius, time 8 hour. Product: NC=1C=C(C=C(C1)C)C=1C=NN(C1)C[C@@H](C(=O)N)O ((2S)-3-[4-(3-amino-5-methylphenyl)-1H-pyrazol-1-yl]-2-hydroxypropanamide). Reaction SMILES: [NH3:1].FC(F)C1C=CN=C([NH:10][C:11]2[CH:12]=[C:13]([C:18]3[CH:19]=[N:20][N:21]([CH2:23][C@H:24]([OH:29])[C:25](OC)=[O:26])[CH:22]=3)[CH:14]=[C:15]([CH3:17])[CH:16]=2)N=1>>[NH2:10][C:11]1[CH:12]=[C:13]([C:18]2[CH:19]=[N:20][N:21]([CH2:23][C@H:24]([OH:29])[C:25]([NH2:1])=[O:26])[CH:22]=2)[CH:14]=[C:15]([CH3:17])[CH:16]=1. Procedure: Ammonia (7.0 M in methanol, 1.5 mL, 10.5 mmol) was added to a flask containing methyl (2S)-3-[4-(3-{[4-(difluoromethyl)pyrimidin-2-yl]amino}-5-methylphenyl)-1H-pyrazol-1-yl]-2-hydroxypropanoate (57.2 mg, 0.14 mmol) and the mixture was stirred overnight at 60° C. The mixture was cooled to room temperature and concentrated under reduced pressure. The residue was purified by reverse phase HPLC (0 to 95% ACN/water with 0.1% TFA modifier) to afford (2S)-3-[4-(3-amino-5-methylphenyl)-1H-pyrazol-1-yl]-... Starting materials: NC1=NC(=C(C(=N1)N[C@@H](C)C1=C(C=C2C(=N1)C=CN2C)N2[C@@H]1CN([C@H](C2)C1)C(=O)OC(C)(C)C)C#N)C (tert-butyl (1S,4S)-5-(5-((S)-1-((2-amino-5-cyano-6-methylpyrimidin-4-yl)amino)ethyl)-1-methyl-1H-pyrrolo[3,2-b]pyridin-6-yl)-2,5-diazabicyclo[2.2.1]heptane-2-carboxylate), ClCCl (dichloromethane), C(=O)(C(F)(F)F)O (TFA). Run at time 30 minute. The product is Cl (HCl), [C@@H]12N(C[C@@H](NC1)C2)C=2C=C1C(=NC2[C@H](C)NC2=NC(=NC(=C2C#N)C)N)C=CN1C (4-((S)-1-(6-((1S,4S)-2,5-Diazabicyclo[2.2.1]heptan-2-yl)-1-methyl-1H-pyrrolo[3,2-b]pyridin-5-yl)ethylamino)-2-amino-6-methylpyrimidine-5-carbonitrile). Yield: 78.0%. As a reaction SMILES: [NH2:1][C:2]1[N:7]=[C:6]([NH:8][C@H:9]([C:11]2[N:16]=[C:15]3[CH:17]=[CH:18][N:19]([CH3:20])[C:14]3=[CH:13][C:12]=2[N:21]2[CH2:26][C@@H:25]3[CH2:27][C@H:22]2[CH2:23][N:24]3C(OC(C)(C)C)=O)[CH3:10])[C:5]([C:35]#[N:36])=[C:4]([CH3:37])[N:3]=1.C(O)(C(F)(F)F)=O.[Cl:45]CCl>>[ClH:45].[C@H:22]12[CH2:27][C@H:25]([NH:24][CH2:23]1)[CH2:26][N:21]2[C:12]1[CH:13]=[C:14]2[N:19]([CH3:20])[CH:18]=[CH:17][C:15]2=[N:16][C:11]=1[C@@H:9]([NH:8][C:6]1[C:5]([C:35]#[N:36])=[C:4]([CH3:37])[N:3]=[C:2]([NH2:1])[N:7]=1)[CH3:10]. Procedure details: To a 100 mL pear flask was added tert-butyl (1S,4S)-5-(5-((S)-1-((2-amino-5-cyano-6-methylpyrimidin-4-yl)amino)ethyl)-1-methyl-1H-pyrrolo[3,2-b]pyridin-6-yl)-2,5-diazabicyclo[2.2.1]heptane-2-carboxylate (220 mg, 0.44 mmol) in dichloromethane (4.5 mL) to give a solution. To this solution was added TFA (1.5 mL). The mixture was stirred at room temperature for 30 minutes. All the volatiles were removed in vacuo, and the residue was re-suspended in toluene and concentrated to remove residual TFA. Th... The reactants are BrC=1N(N=C2C(=CC(=CC12)C(F)(F)F)C=O)COCC[Si](C)(C)C.BrC=1N(N=C2C(=CC(=CC12)C(F)(F)F)CO)COCC[Si](C)(C)C ((3-Bromo-5-(trifluoromethyl)-2-((2-(trimethylsilyl)ethoxy)methyl)-2H-indazol-7-yl)methanol 3-Bromo-5-(trifluoromethyl)-2-((2-(trimethylsilyl)ethoxy)methyl)-2H-indazole-7-carbaldehyde), [BH4-].[Na+] (sodium borohydride). Solvent: C(C)O (ethanol). Conditions: temperature 0 celsius, time 1 hour. Yields the product BrC=1N(N=C2C(=CC(=CC12)C(F)(F)F)C=O)COCC[Si](C)(C)C (3-Bromo-5-(trifluoromethyl)-2-((2-(trimethylsilyl)ethoxy)methyl)-2H-indazole-7-carbaldehyde). Reaction SMILES: [Br:1][C:2]1[N:3]([CH2:17][O:18][CH2:19][CH2:20][Si:21]([CH3:24])([CH3:23])[CH3:22])[N:4]=[C:5]2[C:10]=1[CH:9]=[C:8]([C:11]([F:14])([F:13])[F:12])[CH:7]=[C:6]2[CH:15]=[O:16].BrC1N(COCC[Si](C)(C)C)N=C2C=1C=C(C(F)(F)F)C=C2CO.[BH4-].[Na+]>C(O)C>[Br:1][C:2]1[N:3]([CH2:17][O:18][CH2:19][CH2:20][Si:21]([CH3:24])([CH3:23])[CH3:22])[N:4]=[C:5]2[C:10]=1[CH:9]=[C:8]([C:11]([F:14])([F:13])[F:12])[CH:7]=[C:6]2[CH:15]=[O:16] |f:0.1,2.3|. Procedure: (3-Bromo-5-(trifluoromethyl)-2-((2-(trimethylsilyl)ethoxy)methyl)-2H-indazol-7-yl)methanol 3-Bromo-5-(trifluoromethyl)-2-((2-(trimethylsilyl)ethoxy)methyl)-2H-indazole-7-carbaldehyde (400 mg, 0.95 mmol) was suspended in ethanol (5 mL), cooled to 0° C., and treated sodium borohydride (18 mg, 0.47 mmol) in one portion. Cooling was removed and the reaction stirred at room temperature for 1 h. The reaction was cooled to 0° C. and treated with saturated aqueous ammonium chloride. The reaction was con... Isolated yield 76.1%. The product is COC1=C(C=CC=C1)N1CCN(CC1)C(CCCCCBr)=O (1-(2-methoxyphenyl)-4-(6-bromohexanoyl)piperazine). Reported procedure: To a stirred mixture of 1-(2-methoxyphenyl)piperazine (21.34 mmol) and pyridine (25.6 mmol) in 60 mL of dry dichloromethane was added dropwise a solution of 6-bromohexanoyl chloride (23.52 mmol) in 20 mL of dichloromethane at 0° C. under nitrogen. After addition, the mixture was allowed to warm to room temperature and stirred for 1-2 hours. The mixture was quenched with 10% potassium carbonate in water, and extracted with dichloromethane. The organic phase was washed with brine and water, dried ... Solvent: ClCCl (dichloromethane), ClCCl (dichloromethane). Reaction SMILES: [CH3:1][O:2][C:3]1[CH:8]=[CH:7][CH:6]=[CH:5][C:4]=1[N:9]1[CH2:14][CH2:13][NH:12][CH2:11][CH2:10]1.N1C=CC=CC=1.[Br:21][CH2:22][CH2:23][CH2:24][CH2:25][CH2:26][C:27](Cl)=[O:28]>ClCCl>[CH3:1][O:2][C:3]1[CH:8]=[CH:7][CH:6]=[CH:5][C:4]=1[N:9]1[CH2:14][CH2:13][N:12]([C:27](=[O:28])[CH2:26][CH2:25][CH2:24][CH2:23][CH2:22][Br:21])[CH2:11][CH2:10]1. Conditions: time 1.5 hour. Starting materials: COC1=C(C=CC=C1)N1CCNCC1 (1-(2-methoxyphenyl)piperazine), N1=CC=CC=C1 (pyridine), BrCCCCCC(=O)Cl (6-bromohexanoyl chloride).